The task is: describe an organic reaction: reactants, conditions, products, and yield. This data is from the Open Reaction Database (ORD), a public repository of structured organic reaction records. Starting materials: CO, O=C[O-], FC(F)(F)c1ccc(Nc2cc(Cl)nc3cc(-c4ncccc4C(F)(F)F)cnc23)nc1, [NH4+]. The product is FC(F)(F)c1ccc(Nc2ccnc3cc(-c4ncccc4C(F)(F)F)cnc23)nc1. As a reaction SMILES: [CH3:37][OH:38].[CH:33]([O-:34])=[O:35].[Cl:1][c:2]1[n:3][c:4]2[cH:5][c:6](-[c:23]3[n:24][cH:25][cH:26][cH:27][c:28]3[C:29]([F:30])([F:31])[F:32])[cH:7][n:8][c:9]2[c:10]([NH:12][c:13]2[n:14][cH:15][c:16]([C:19]([F:20])([F:21])[F:22])[cH:17][cH:18]2)[cH:11]1.[NH4+:36]>>[cH:2]1[n:3][c:4]2[cH:5][c:6](-[c:23]3[n:24][cH:25][cH:26][cH:27][c:28]3[C:29]([F:30])([F:31])[F:32])[cH:7][n:8][c:9]2[c:10]([NH:12][c:13]2[n:14][cH:15][c:16]([C:19]([F:20])([F:21])[F:22])[cH:17][cH:18]2)[cH:11]1. Reactants: [BH4-], Cc1cc(C)cc(N)c1, CC1=C(C)C(C)C(c2ccccc2C=O)=C1C, CC(=O)O, CCO, Cc1ccccc1, [Na+], O. Product: CC1=C(C)C(C)C(c2ccccc2CNc2cc(C)cc(C)c2)=C1C. Reaction SMILES: [BH4-:31].[CH3:18][c:19]1[cH:20][c:21]([NH2:22])[cH:23][c:24]([CH3:26])[cH:25]1.[CH3:1][C:2]1=[C:3]([c:10]2[c:11]([CH:12]=[O:13])[cH:14][cH:15][cH:16][cH:17]2)[CH:4]([CH3:9])[C:5]([CH3:8])=[C:6]1[CH3:7].[CH3:27][C:28](=[O:29])[OH:30].[CH3:33][CH2:34][OH:35].[CH3:36][c:37]1[cH:38][cH:39][cH:40][cH:41][cH:42]1.[Na+:32].[OH2:43]>>[CH3:1][C:2]1=[C:3]([c:10]2[c:11]([CH2:12][NH:22][c:21]3[cH:20][c:19]([CH3:18])[cH:25][c:24]([CH3:26])[cH:23]3)[cH:14][cH:15][cH:16][cH:17]2)[CH:4]([CH3:9])[C:5]([CH3:8])=[C:6]1[CH3:7].